Dataset: the Open Reaction Database (ORD), a public repository of structured organic reaction records. Task: describe an organic reaction: reactants, conditions, products, and yield Reaction SMILES: C([O:3][C:4](=[O:23])[C:5]([S:14][C:15]1[CH:20]=[CH:19][C:18]([O:21][CH3:22])=[CH:17][CH:16]=1)([CH3:13])[CH2:6][C:7]1[CH:12]=[CH:11][CH:10]=[CH:9][CH:8]=1)C.[OH-].[Na+]>CO>[CH3:22][O:21][C:18]1[CH:17]=[CH:16][C:15]([S:14][C:5]([CH3:13])([CH2:6][C:7]2[CH:12]=[CH:11][CH:10]=[CH:9][CH:8]=2)[C:4]([OH:23])=[O:3])=[CH:20][CH:19]=1 |f:1.2|. Reactants: C(C)OC(C(CC1=CC=CC=C1)(C)SC1=CC=C(C=C1)OC)=O (2-(4-methoxy-phenylsulfanyl)-2-methyl-3-phenyl-propionic acid ethyl ester), [OH-].[Na+] (NaOH). Yields the product COC1=CC=C(C=C1)SC(C(=O)O)(CC1=CC=CC=C1)C (2-(4-methoxy-phenylsulfanyl)-2-methyl-3-phenyl-propionic acid). Run in CO (methanol). Reaction conditions: time 8 hour. Procedure: 2-(4-methoxy-phenylsulfanyl)-2-methyl-3-phenyl-propionic acid ethyl ester (4.12 g, 12 mmol) dissolved in methanol (50 ml) and 10 N NaOH (20 ml) was added. The reaction was allowed to stir overnight at room temperature. The reaction mixture was concentrated, diluted with 1:1 hexane:diethyl ether and extracted with H2O. The water layer was cooled with ice and acidified to pH 3. The acid was then extracted with chloroform and the organic layer was dried over MgSO4, filtered and concentrated to affo...